Dataset: the Open Reaction Database (ORD), a public repository of structured organic reaction records. Task: describe an organic reaction: reactants, conditions, products, and yield Reactants: COc1cccc(C=Cc2nc(C)cc(O)n2)c1, O=P(Cl)(Cl)Cl. Yields the product COc1cccc(C=Cc2nc(C)cc(Cl)n2)c1. Reaction SMILES: [CH3:1][O:2][c:3]1[cH:4][c:5]([CH:9]=[CH:10][c:11]2[n:12][c:13]([CH3:18])[cH:14][c:15]([OH:17])[n:16]2)[cH:6][cH:7][cH:8]1.[P:19]([Cl:20])([Cl:21])([Cl:22])=[O:23]>>[CH3:1][O:2][c:3]1[cH:4][c:5]([CH:9]=[CH:10][c:11]2[n:12][c:13]([CH3:18])[cH:14][c:15]([Cl:21])[n:16]2)[cH:6][cH:7][cH:8]1. The reactants are BrCc1ccc2ccccc2n1, COC(=O)C(C)(C)Cc1c(Cc2ccc(Cl)cc2)c2ccc(O)cc2n1C, [K+], [K+], O=C([O-])[O-], CN(C)C=O. The product is COC(=O)C(C)(C)Cc1c(Cc2ccc(Cl)cc2)c2ccc(OCc3ccc4ccccc4n3)cc2n1C. Reaction SMILES: [Br:34][CH2:35][c:36]1[n:37][c:38]2[cH:39][cH:40][cH:41][cH:42][c:43]2[cH:44][cH:45]1.[CH3:1][n:2]1[c:3]([CH2:20][C:21]([C:22](=[O:23])[O:24][CH3:25])([CH3:26])[CH3:27])[c:4]([CH2:12][c:13]2[cH:14][cH:15][c:16]([Cl:19])[cH:17][cH:18]2)[c:5]2[cH:6][cH:7][c:8]([OH:11])[cH:9][c:10]12.[K+:28].[K+:29].[O-:30][C:31]([O-:32])=[O:33].[O:46]=[CH:47][N:48]([CH3:49])[CH3:50]>>[CH3:1][n:2]1[c:3]([CH2:20][C:21]([C:22](=[O:23])[O:24][CH3:25])([CH3:26])[CH3:27])[c:4]([CH2:12][c:13]2[cH:14][cH:15][c:16]([Cl:19])[cH:17][cH:18]2)[c:5]2[cH:6][cH:7][c:8]([O:11][CH2:35][c:36]3[n:37][c:38]4[cH:39][cH:40][cH:41][cH:42][c:43]4[cH:44][cH:45]3)[cH:9][c:10]12. The reactants are BrC(C(=O)OC(C1=CC(=CC=C1)OC1=CC=CC=C1)C#N)C(C)C (m-phenoxy-α-cyanobenzyl α-bromoisovalerate), NC1=CC=CC=C1 (aniline), [I-].[K+] (potassium iodide), ice water, S(O)(O)(=O)=O (sulfuric acid). Solvent: CN(C)P(=O)(N(C)C)N(C)C (HMPT). Run at time 90 hour. Yields the product m-phenoxy-α-cyanobenzyl ester, C1(=CC=CC=C1)N[C@@H](C(C)C)C(=O)O (N-phenylvaline). As a reaction SMILES: Br[CH:2]([CH:22]([CH3:24])[CH3:23])[C:3]([O:5]C(C#N)C1C=CC=C(OC2C=CC=CC=2)C=1)=[O:4].[NH2:25][C:26]1[CH:31]=[CH:30][CH:29]=[CH:28][CH:27]=1.[I-].[K+].S(=O)(=O)(O)O>CN(P(N(C)C)(N(C)C)=O)C>[C:26]1([NH:25][C@H:2]([C:3]([OH:5])=[O:4])[CH:22]([CH3:24])[CH3:23])[CH:31]=[CH:30][CH:29]=[CH:28][CH:27]=1 |f:2.3|. Procedure details: To m-phenoxy-α-cyanobenzyl α-bromoisovalerate (2.0 g, 0.0052 mole) in 4 ml of HMPT, at 24°, is added aniline (1.5 g, 0.016 mole) and potassium iodide (21 mg). The reaction is stirred at 65° for 90 hours and then cooled and poured into ice-water (20 ml) plus 2 N sulfuric acid (10 ml). The reaction is worked up as in Example 4 and purified by preparative TLC to give the m-phenoxy-α-cyanobenzyl ester of N-phenylvaline.